This data is from the Open Reaction Database (ORD), a public repository of structured organic reaction records. The task is: describe an organic reaction: reactants, conditions, products, and yield Reactants: ClCCl, OCc1cnc2occc2c1. Yields the product O=Cc1cnc2occc2c1. As a reaction SMILES: [Cl:12][CH2:13][Cl:14].[o:1]1[cH:2][cH:3][c:4]2[c:5]1[n:6][cH:7][c:8]([CH2:10][OH:11])[cH:9]2>>[o:1]1[cH:2][cH:3][c:4]2[c:5]1[n:6][cH:7][c:8]([CH:10]=[O:11])[cH:9]2. Starting materials: [N+](=O)(OC(C)=O)[O-] (acetyl nitrate), CN1C(C(N=C(C2=C1C=CC=C2)C2=CC=CC=C2)F)=O (1-methyl-3-fluoro-5-phenyl-2,3-dihydro-1H-1,4-benzodiazepin-2-one), C(Cl)(Cl)(Cl)Cl (CCl4). Run in C(C)#N (acetonitrile). Reaction conditions: time 3 hour. The product is CN1C(C(N=C(C2=C1C=CC(=C2)[N+](=O)[O-])C2=CC=CC=C2)F)=O (1-methyl-3-fluoro-5-phenyl-7-nitro-2,3-dihydro-1H-1,4-benzodiazapin-2-one). Reaction SMILES: [N+:1]([O-])([O:3]C(=O)C)=[O:2].[CH3:8][N:9]1[C:15]2[CH:16]=[CH:17][CH:18]=[CH:19][C:14]=2[C:13]([C:20]2[CH:25]=[CH:24][CH:23]=[CH:22][CH:21]=2)=[N:12][CH:11]([F:26])[C:10]1=[O:27].C(Cl)(Cl)(Cl)Cl>C(#N)C>[CH3:8][N:9]1[C:15]2[CH:16]=[CH:17][C:18]([N+:1]([O-:3])=[O:2])=[CH:19][C:14]=2[C:13]([C:20]2[CH:21]=[CH:22][CH:23]=[CH:24][CH:25]=2)=[N:12][CH:11]([F:26])[C:10]1=[O:27]. Procedure details: 1.2 g. of acetyl nitrate are added dropwise, at 10° to a stirred solution of 2.67 g. of 1-methyl-3-fluoro-5-phenyl-2,3-dihydro-1H-1,4-benzodiazepin-2-one in 70 ml. of CCl4 and 20 ml. of acetonitrile. The mixture is stirred for 1 hour more at 10° and for 3 hours at 20° and is poured into ice cold sodium carbonate solution and worked up in the customary manner to give 1-methyl-3-fluoro-5-phenyl-7-nitro-2,3-dihydro-1H-1,4-benzodiazapin-2-one. The reactants are CN1CCN(C(=O)CN2CC(=O)Nc3ncc(Br)cc3C2)CC1, C=CC(=O)OC(C)(C)C, CCC#N, ClCCl, CC(=O)[O-], CC(=O)[O-], CN(C)C=O, [Pd+2]. Product: CN1CCN(C(=O)CN2CC(=O)Nc3ncc(C=CC(=O)OC(C)(C)C)cc3C2)CC1. Reaction SMILES: [Br:1][c:2]1[cH:3][c:4]2[c:5]([n:22][cH:23]1)[NH:6][C:7](=[O:21])[CH2:8][N:9]([CH2:11][C:12](=[O:13])[N:14]1[CH2:15][CH2:16][N:17]([CH3:20])[CH2:18][CH2:19]1)[CH2:10]2.[C:24]([CH:25]=[CH2:26])(=[O:27])[O:28][C:29]([CH3:30])([CH3:31])[CH3:32].[C:33](#[N:34])[CH2:35][CH3:36].[Cl:42][CH2:43][Cl:44].[O-:46][C:47]([CH3:48])=[O:49].[O-:50][C:51]([CH3:52])=[O:53].[O:37]=[CH:38][N:39]([CH3:40])[CH3:41].[Pd+2:45]>>[c:2]1([CH:26]=[CH:25][C:24](=[O:27])[O:28][C:29]([CH3:30])([CH3:31])[CH3:32])[cH:3][c:4]2[c:5]([n:22][cH:23]1)[NH:6][C:7](=[O:21])[CH2:8][N:9]([CH2:11][C:12](=[O:13])[N:14]1[CH2:15][CH2:16][N:17]([CH3:20])[CH2:18][CH2:19]1)[CH2:10]2. Reactants: CC(C(=O)O)c1ccc(-c2ccccc2)c(F)c1, O=C(Cl)C(=O)Cl, ClCCl, O=[N+]([O-])OCCSSCCO, [NH2-]. Yields the product CC(C(=O)O)c1ccc(-c2ccccc2)c(F)c1. As a reaction SMILES: [CH3:1][CH:2]([C:3]([OH:4])=[O:5])[c:6]1[cH:7][cH:8][c:9](-[c:13]2[cH:14][cH:15][cH:16][cH:17][cH:18]2)[c:10]([F:11])[cH:12]1.[Cl:20][C:21]([C:22]([Cl:23])=[O:24])=[O:25].[Cl:37][CH2:38][Cl:39].[N+:26]([O-:27])([O:28][CH2:29][CH2:30][S:31][S:32][CH2:33][CH2:34][OH:35])=[O:36].[NH2-:19]>>[CH3:1][CH:2]([C:3](=[O:4])[OH:5])[c:6]1[cH:7][cH:8][c:9](-[c:13]2[cH:14][cH:15][cH:16][cH:17][cH:18]2)[c:10]([F:11])[cH:12]1. Starting materials: intermediate 12E, C(C1=CC=CC=C1)OC(=O)N1[C@H](C(N(CC1)CCC(C(=O)N1C[C@H](C2(CC2)CC1)O)(C)C)=O)C ((S)-4-[4-((S)-4-hydroxy-6-aza-spiro[2.5]oct-6-yl)-3,3-dimethyl-4-oxo-butyl]-2-methyl-3-oxo-piperazine-1-carboxylic acid benzyl ester), Cl (HCl). Product: O[C@H]1C2(CC2)CCN(C1)C(C(CCN1C([C@@H](NCC1)C)=O)(C)C)=O ((S)-1-[4-((S)-4-Hydroxy-6-aza-spiro[2.5]oct-6-yl)-3,3-dimethyl-4-oxo-butyl]-3-methyl-piperazin-2-one). The yield is 99.0%. As a reaction SMILES: C(OC([N:11]1[CH2:16][CH2:15][N:14]([CH2:17][CH2:18][C:19]([CH3:32])([CH3:31])[C:20]([N:22]2[CH2:29][CH2:28][C:25]3([CH2:27][CH2:26]3)[C@H:24]([OH:30])[CH2:23]2)=[O:21])[C:13](=[O:33])[C@@H:12]1[CH3:34])=O)C1C=CC=CC=1.Cl>>[OH:30][C@@H:24]1[CH2:23][N:22]([C:20](=[O:21])[C:19]([CH3:32])([CH3:31])[CH2:18][CH2:17][N:14]2[CH2:15][CH2:16][NH:11][C@@H:12]([CH3:34])[C:13]2=[O:33])[CH2:29][CH2:28][C:25]21[CH2:27][CH2:26]2. Procedure: In analogy to intermediate 12E, (S)-4-[4-((S)-4-hydroxy-6-aza-spiro[2.5]oct-6-yl)-3,3-dimethyl-4-oxo-butyl]-2-methyl-3-oxo-piperazine-1-carboxylic acid benzyl ester was hydrogenated without aqueous HCl to give the titled compound in 99% yield as light yellow oil. MS: 338.24 (MH+).